This data is from the Open Reaction Database (ORD), a public repository of structured organic reaction records. The task is: describe an organic reaction: reactants, conditions, products, and yield Reactants: CC(=O)[O-], CC(=O)[O-], Cn1c(=O)c2[nH]cnc2n(C)c1=O, CN(C)C=O, CCOC(C)=O, OB(O)c1ccccc1Cl, [Cu+2], c1ccncc1. Product: Cn1c(=O)c2c(ncn2-c2ccccc2Cl)n(C)c1=O. RXN SMILES: [C:41]([O-:42])(=[O:43])[CH3:44].[C:46]([O-:47])(=[O:48])[CH3:49].[CH3:1][n:2]1[c:3]2[n:4][cH:5][nH:6][c:7]2[c:8](=[O:9])[n:10]([CH3:11])[c:12]1=[O:13].[CH3:30][N:31]([CH3:32])[CH:33]=[O:34].[CH3:35][CH2:36][O:37][C:38](=[O:39])[CH3:40].[Cl:14][c:15]1[c:16]([B:21]([OH:22])[OH:23])[cH:17][cH:18][cH:19][cH:20]1.[Cu+2:45].[cH:24]1[cH:25][cH:26][n:27][cH:28][cH:29]1>>[CH3:1][n:2]1[c:3]2[n:4][cH:5][n:6](-[c:16]3[c:15]([Cl:14])[cH:20][cH:19][cH:18][cH:17]3)[c:7]2[c:8](=[O:9])[n:10]([CH3:11])[c:12]1=[O:13].